This data is from the Open Reaction Database (ORD), a public repository of structured organic reaction records. The task is: describe an organic reaction: reactants, conditions, products, and yield The reactants are C(CCl)Cl (EDC), C=1C=CC2=C(C1)N=NN2O (HOBt), TEA, FC(C1=CC=C(CNCC(=O)OCC)C=C1)(F)F (ethyl 2-(4-(trifluoromethyl)benzylamino)acetate), C1CCOC1 (THF). Reaction conditions: time 12 hour. Product: N(=[N+]=[N-])CC(=O)N(CC1=CC=C(C=C1)C(F)(F)F)CC(=O)OCC (ethyl 2-(2-azido-N-(4-(trifluoromethyl)benzyl)acetamido)acetate). Isolated yield 64.0%. RXN SMILES: [F:1][C:2]([F:18])([F:17])[C:3]1[CH:16]=[CH:15][C:6]([CH2:7][NH:8][CH2:9][C:10]([O:12][CH2:13][CH3:14])=[O:11])=[CH:5][CH:4]=1.C(Cl)CCl.C1C=[CH:25][C:26]2[N:31](O)[N:30]=[N:29]C=2C=1.C1C[O:36]CC1>>[N:31]([CH2:26][C:25]([N:8]([CH2:9][C:10]([O:12][CH2:13][CH3:14])=[O:11])[CH2:7][C:6]1[CH:5]=[CH:4][C:3]([C:2]([F:17])([F:18])[F:1])=[CH:16][CH:15]=1)=[O:36])=[N+:30]=[N-:29]. Procedure details: To a 25 mL round bottom flask containing 137 (0.307 g, 1.18 mmol) and azido acid (0.89 g, 1.77 mmol) in THF mL) was treated with EDC (0.362 g, 1.89 mmol), HOBt (0.255 g, 1.89 mmol) and TEA (0.83 mL, 5.9 mmol) at room temperature and was stirred for 12 h. The reaction was concentrated on silica and was purified over silica gel using EtOAc:Hexanes (2:1) as an eluent to afford 138 (0.259 g, 64%) as a yellow oil.